This data is from the Open Reaction Database (ORD), a public repository of structured organic reaction records. The task is: describe an organic reaction: reactants, conditions, products, and yield Product: COc1cccc(C(=O)O)c1I. Reactants: COc1cccc(C(=O)O)c1NC(=O)C(C)(C)C, Cl, [I-], [K+], O=N[O-], [Na+], O. Reaction SMILES: [CH3:1][O:2][c:3]1[c:4]([NH:12][C:13](=[O:14])[C:15]([CH3:16])([CH3:17])[CH3:18])[c:5]([C:6](=[O:7])[OH:8])[cH:9][cH:10][cH:11]1.[ClH:19].[I-:25].[K+:24].[N:20]([O-:21])=[O:22].[Na+:23].[OH2:26]>>[CH3:1][O:2][c:3]1[c:4]([I:25])[c:5]([C:6](=[O:7])[OH:8])[cH:9][cH:10][cH:11]1. Reactants: ClC1=C(C=O)C(=CC=C1)[N+](=O)[O-] (2-chloro-6-nitrobenzaldehyde), [Si](C)(C)(C)C#N (TMSCN), C[N+]1(CCOCC1)[O-] (NMO). The solvent is C(Cl)Cl (DCM). Run at time 1 hour. Product: ClC1=C(C(=CC=C1)[N+](=O)[O-])C(C#N)O[Si](C)(C)C (2-(2-chloro-6-nitrophenyl)-2-((trimethylsilyl)oxy)acetonitrile). RXN SMILES: [Cl:1][C:2]1[CH:9]=[CH:8][CH:7]=[C:6]([N+:10]([O-:12])=[O:11])[C:3]=1[CH:4]=[O:5].[Si:13](C#N)([CH3:16])([CH3:15])[CH3:14].[CH3:19][N+:20]1([O-])CCOCC1>C(Cl)Cl>[Cl:1][C:2]1[CH:9]=[CH:8][CH:7]=[C:6]([N+:10]([O-:12])=[O:11])[C:3]=1[CH:4]([O:5][Si:13]([CH3:16])([CH3:15])[CH3:14])[C:19]#[N:20]. Procedure details: To a stirred solution of 2-chloro-6-nitrobenzaldehyde (1.0 g, 5.4 mmol) in DCM (15 mL) were added TMSCN (1.0 mL, 8.1 mmol) and NMO (0.19 g, 1.6 mmol) at room temperature and stirred for 1 h. The reaction mixture was quenched with water (50 mL) and extracted with DCM (2×30 mL). The combined organic layers were washed with water (50 mL), brine (50 mL), dried over anhydrous Na2SO4 and concentrated under reduced pressure to get compound A84-1 (1.0 g, 67%) as a brown color oil. The reactants are CC(=O)OC(C)=O, CC1Nc2ccccc2-c2c([N+](=O)[O-])cnn21, O. Product: CC(=O)N1c2ccccc2-c2c([N+](=O)[O-])cnn2C1C. Reaction SMILES: [CH3:18][C:19](=[O:20])[O:21][C:22](=[O:23])[CH3:24].[N+:1](=[O:2])([O-:3])[c:4]1[cH:5][n:6][n:7]2[c:16]1-[c:15]1[c:10]([cH:11][cH:12][cH:13][cH:14]1)[NH:9][CH:8]2[CH3:17].[OH2:25]>>[N+:1](=[O:2])([O-:3])[c:4]1[cH:5][n:6][n:7]2[c:16]1-[c:15]1[c:10]([cH:11][cH:12][cH:13][cH:14]1)[N:9]([C:19]([CH3:18])=[O:20])[CH:8]2[CH3:17]. Starting materials: BrBr (Bromine), C1(=CC=CC=C1)P(C1=CC=CC=C1)C1=CC=CC=C1 (triphenylphosphine), OCCC1=CC=C(S1)C(=O)OC(C)C (isopropyl 5-(2-hydroxyethyl)thiophene-2-carboxylate), N1=CC=CC=C1 (pyridine). Solvent: C(Cl)Cl (CH2Cl2), C(Cl)Cl (CH2Cl2). Run at time 1 hour. Yields the product BrCCC1=CC=C(S1)C(=O)OC(C)C (isopropyl 5-(2-bromoethyl)thiophene-2-carboxylate). Isolated yield 72.6%. As a reaction SMILES: [Br:1]Br.C1(P(C2C=CC=CC=2)C2C=CC=CC=2)C=CC=CC=1.O[CH2:23][CH2:24][C:25]1[S:29][C:28]([C:30]([O:32][CH:33]([CH3:35])[CH3:34])=[O:31])=[CH:27][CH:26]=1.N1C=CC=CC=1>C(Cl)Cl>[Br:1][CH2:23][CH2:24][C:25]1[S:29][C:28]([C:30]([O:32][CH:33]([CH3:35])[CH3:34])=[O:31])=[CH:27][CH:26]=1. Procedure details: Bromine (1.74 mL, 33.9 mmol) was added slowly to a solution of triphenylphosphine (8.9 g, 33.9 mmol) in CH2Cl2 (65 mL) at −40° C. After 1 h at −40° C., a solution of the alcohol from step 1 (6.6 g, 30.8 mmol) and pyridine (2.5 mL, 30.9 mmol) in CH2Cl2 (65 mL) was added via cannula. The mixture was allowed to warm to room temperature and was stirred overnight. The reaction was concentrated in vacuo to a brown slurry. The mixture was triturated with hexanes (150 mL) and stirred vigorously. The sol... Product: CC1=CC(=C(C(=O)O)C=C1)N1N=CC=N1 (4-Methyl-2-(2H-1,2,3-triazol-2-yl)benzoic acid). Procedure details: The title compound was prepared following the same general protocol as described for 5-methyl-2-(2H-1,2,3-triazol-2-yl)benzoic acid in Example A11 using 4-methyl-2-iodobenzoic acid and 1,2,3-triazole. ESI-MS (m/z): 204 [M+1]+. The reactants are CC=1C=CC(=C(C(=O)O)C1)N1N=CC=N1 (5-methyl-2-(2H-1,2,3-triazol-2-yl)benzoic acid), CC1=CC(=C(C(=O)O)C=C1)I (4-methyl-2-iodobenzoic acid), N1N=NC=C1 (1,2,3-triazole). Reaction SMILES: C[C:2]1[CH:3]=[CH:4][C:5]([N:11]2[N:15]=[CH:14][CH:13]=[N:12]2)=[C:6]([CH:10]=1)[C:7]([OH:9])=[O:8].[CH3:16]C1C=CC(C(O)=O)=C(I)C=1.N1C=CN=N1>>[CH3:16][C:3]1[CH:2]=[CH:10][C:6]([C:7]([OH:9])=[O:8])=[C:5]([N:11]2[N:12]=[CH:13][CH:14]=[N:15]2)[CH:4]=1. The reactants are [BH4-], C1CCOC1, COC(=O)COc1cccc(C=O)c1, CCCCCNc1nc(N)nc(C)c1CCCN, [Na+]. Yields the product CCCCCNc1nc(N)nc(C)c1CCCNCc1cccc(OCC(=O)OC)c1. Reaction SMILES: [BH4-:33].[CH2:35]1[O:36][CH2:37][CH2:38][CH2:39]1.[CH:19](=[O:20])[c:21]1[cH:22][c:23]([O:24][CH2:25][C:26](=[O:27])[O:28][CH3:29])[cH:30][cH:31][cH:32]1.[NH2:1][CH2:2][CH2:3][CH2:4][c:5]1[c:6]([NH:13][CH2:14][CH2:15][CH2:16][CH2:17][CH3:18])[n:7][c:8]([NH2:12])[n:9][c:10]1[CH3:11].[Na+:34]>>[NH:1]([CH2:2][CH2:3][CH2:4][c:5]1[c:6]([NH:13][CH2:14][CH2:15][CH2:16][CH2:17][CH3:18])[n:7][c:8]([NH2:12])[n:9][c:10]1[CH3:11])[CH2:19][c:21]1[cH:22][c:23]([O:24][CH2:25][C:26](=[O:27])[O:28][CH3:29])[cH:30][cH:31][cH:32]1. Starting materials: N#CN (cyanamide), Na2HPO4, NaH2PO4, C(C)C=1C=C(C=NC1)C(OCCC)=N (propyl 5-ethyl-3-pyridinecarboximidate). The solvent is C(C)#N (acetonitrile). Conditions: time 19 hour. Product: C(#N)N=C(OCCC)C=1C=NC=C(C1)CC (propyl N-cyano-5-ethyl-3-pyridinecarboximidate). Isolated yield 44.0%. Reaction SMILES: [CH2:1]([C:3]1[CH:4]=[C:5]([C:9](=[NH:14])[O:10][CH2:11][CH2:12][CH3:13])[CH:6]=[N:7][CH:8]=1)[CH3:2].[N:15]#[C:16]N>C(#N)C>[C:16]([N:14]=[C:9]([C:5]1[CH:6]=[N:7][CH:8]=[C:3]([CH2:1][CH3:2])[CH:4]=1)[O:10][CH2:11][CH2:12][CH3:13])#[N:15]. Procedure details: The propyl 5-ethyl-3-pyridinecarboximidate were then dissolved in acetonitrile (5 ml), and an aqueous solution (30 ml) of cyanamide (1.13 g, 26.9 mmol), Na2HPO4 (1.29 g, 9.1 mmol) and NaH2PO4 ·2H2O (8.45 g, 54.2 mmol) was added to the solution. The mixture was stirred at room temperature for 19 hours. After reaction, the mixture was extracted with chloroform (50 ml×2). The chloroform layer was dried over anhydrous sodium sulfate, concentrated under reduced pressure and subjected to silica gel co...